This data is from the Open Reaction Database (ORD), a public repository of structured organic reaction records. The task is: describe an organic reaction: reactants, conditions, products, and yield Starting materials: O (water), CCCC[Sn](CCCC)(CCCC)O[Sn](CCCC)(CCCC)CCCC (bis(tributyltin) oxide), C(C)(C)N(CCO)C(C)C (2-diisopropylaminoethanol). Run in C1=CC=CC=C1 (benzene). Product: C(CCC)[Sn](CCCC)(CCCC)OCCN(C(C)C)C(C)C (2-Diisopropylaminoethyl Tributylstannyl Ether), orange liquid. RXN SMILES: CCCC[Sn]([O:14][Sn:15]([CH2:24][CH2:25][CH2:26][CH3:27])([CH2:20][CH2:21][CH2:22][CH3:23])[CH2:16][CH2:17][CH2:18][CH3:19])(CCCC)CCCC.[CH:28]([N:31]([CH:35]([CH3:37])[CH3:36])[CH2:32][CH2:33]O)([CH3:30])[CH3:29].O>C1C=CC=CC=1>[CH2:24]([Sn:15]([O:14][CH2:33][CH2:32][N:31]([CH:35]([CH3:37])[CH3:36])[CH:28]([CH3:30])[CH3:29])([CH2:16][CH2:17][CH2:18][CH3:19])[CH2:20][CH2:21][CH2:22][CH3:23])[CH2:25][CH2:26][CH3:27]. Reported procedure: 2-Diisopropylaminoethyl Tributylstannyl Ether is prepared from 89.4 gm (0.15 mole) bis(tributyltin) oxide and 43.5 gm (0.30 mole) 2-diisopropylaminoethanol in 200 ml benzene. This is stirred and heated to reflux in a system that contains a Dean-Starke tube. After refluxing for 23 hours a total of 2.6 ml of water (theory 2.7 ml) had collected in the Dean-Starke tube. Solvent is stripped off on a rotating evaporator to provide 134.3 gm of orange liquid. This is fractionated at reduced pressure wit... Starting materials: CN(C(=N)N(C)C)C (1,1,3,3,-tetramethylguanidine), Cl.Cl.N1(CCNCC1)C(C(=O)N)C (2-(piperazin-1-yl)propanamide dihydrochloride), FC1=CC=CC(=N1)C1=NC2=CC(=CC(=C2C(N1)=O)OC)OC (2-(6-fluoropyridin-2-yl)-5,7-dimethoxyquinazolin-4(3H)-one). Run in ClCCl (dichloromethane), CS(=O)C (DMSO). Conditions: time 15 minute. Product: COC1=C2C(NC(=NC2=CC(=C1)OC)C1=CC=CC(=N1)N1CCN(CC1)C(C(=O)N)C)=O (2-(4-(6-(5,7-dimethoxy-4-oxo-3,4-dihydroquinazolin-2-yl)pyridin-2-yl)piperazin-1-yl)propanamide). Yield: 27.5%. As a reaction SMILES: Cl.Cl.[N:3]1([CH:9]([CH3:13])[C:10]([NH2:12])=[O:11])[CH2:8][CH2:7][NH:6][CH2:5][CH2:4]1.CN(C)C(N(C)C)=N.F[C:23]1[N:28]=[C:27]([C:29]2[NH:38][C:37](=[O:39])[C:36]3[C:31](=[CH:32][C:33]([O:42][CH3:43])=[CH:34][C:35]=3[O:40][CH3:41])[N:30]=2)[CH:26]=[CH:25][CH:24]=1>CS(C)=O.ClCCl>[CH3:41][O:40][C:35]1[CH:34]=[C:33]([O:42][CH3:43])[CH:32]=[C:31]2[C:36]=1[C:37](=[O:39])[NH:38][C:29]([C:27]1[N:28]=[C:23]([N:6]3[CH2:7][CH2:8][N:3]([CH:9]([CH3:13])[C:10]([NH2:12])=[O:11])[CH2:4][CH2:5]3)[CH:24]=[CH:25][CH:26]=1)=[N:30]2 |f:0.1.2|. Procedure details: To a suspension of 2-(piperazin-1-yl)propanamide dihydrochloride (0.305 g, 1.33 mmol) in DMSO (1.5 mL), was added 1,1,3,3,-tetramethylguanidine (0.398 g, 3.45 mmol) at rt. The reaction mixture was stirred for 15 min. After that time 2-(6-fluoropyridin-2-yl)-5,7-dimethoxyquinazolin-4(3H)-one (0.20 g, 0.664 mmol) was added as a solid in a single portion. The resulting mixture was stirred at 90° C. for 3.5 h. After that time the reaction was cooled to rt and diluted with dichloromethane (50 mL). Th... Procedure: Reaction of 5-(4-chlorobenzyl)-6-methyl-2-methylthio-4-pyrimidone (1.95 g) with 2-(5-methyl-4-imidazolylmethylthio)ethylamine (1.19 g) by the method described in Example 1(ii) gave the title compound, m.p. 203°-206.5°. (Crystallised from ethanol). Reaction SMILES: [Cl:1][C:2]1[CH:18]=[CH:17][C:5]([CH2:6][C:7]2[C:8](=[O:16])[NH:9][C:10](SC)=[N:11][C:12]=2[CH3:13])=[CH:4][CH:3]=1.[CH3:19][C:20]1[NH:24][CH:23]=[N:22][C:21]=1[CH2:25][S:26][CH2:27][CH2:28][NH2:29]>>[ClH:1].[ClH:1].[CH3:19][C:20]1[NH:24][CH:23]=[N:22][C:21]=1[CH2:25][S:26][CH2:27][CH2:28][NH:29][C:10]1[NH:9][C:8](=[O:16])[C:7]([CH2:6][C:5]2[CH:4]=[CH:3][C:2]([Cl:1])=[CH:18][CH:17]=2)=[C:12]([CH3:13])[N:11]=1 |f:2.3.4|. Starting materials: ClC1=CC=C(CC=2C(NC(=NC2C)SC)=O)C=C1 (5-(4-chlorobenzyl)-6-methyl-2-methylthio-4-pyrimidone), CC1=C(N=CN1)CSCCN (2-(5-methyl-4-imidazolylmethylthio)ethylamine). The product is Cl.Cl.CC1=C(N=CN1)CSCCNC1=NC(=C(C(N1)=O)CC1=CC=C(C=C1)Cl)C (2-[2-(5-Methyl-4-imidazolylmethylthio)ethylamino]-5-(4-chlorobenzyl)-6-methyl-4-pyrimidone dihydrochloride). Reactants: C(C1=CC=CC=C1)N1[C@H](C[C@@H](C1=O)C)C(=O)O ((2R,4S)-1-Benzyl-4-methyl-5-oxo-pyrrolidine-2-carboxylic acid), O=[N-] (ketoamide), NC(C(C(=O)N)O)CC1=CC=CC=C1 (3-amino-2-hydroxy-4-phenylbutanamide), O[NH-] (hydroxyamide). Yields the product NC(C(C(CC1=CC=CC=C1)NC(=O)[C@@H]1N(C([C@H](C1)C)=O)CC1=CC=CC=C1)=O)=O ((2R,4S)—N-(4-Amino-3,4-dioxo-1-phenylbutan-2-yl)-1-benzyl-4-methyl-5-oxopyrrolidine-2-carboxamide). As a reaction SMILES: [CH2:1]([N:8]1[C:12](=[O:13])[C@@H:11]([CH3:14])[CH2:10][C@@H:9]1[C:15]([OH:17])=O)[C:2]1[CH:7]=[CH:6][CH:5]=[CH:4][CH:3]=1.[NH2:18][CH:19]([CH2:25][C:26]1[CH:31]=[CH:30][CH:29]=[CH:28][CH:27]=1)[CH:20]([OH:24])[C:21]([NH2:23])=[O:22].O[NH-].O=[N-]>>[NH2:23][C:21](=[O:22])[C:20](=[O:24])[CH:19]([NH:18][C:15]([C@H:9]1[CH2:10][C@H:11]([CH3:14])[C:12](=[O:13])[N:8]1[CH2:1][C:2]1[CH:3]=[CH:4][CH:5]=[CH:6][CH:7]=1)=[O:17])[CH2:25][C:26]1[CH:27]=[CH:28][CH:29]=[CH:30][CH:31]=1. Reported procedure: Coupling of (2R,4S)-1-Benzyl-4-methyl-5-oxo-pyrrolidine-2-carboxylic acid with 3-amino-2-hydroxy-4-phenylbutanamide and oxidation of the resulting hydroxyamide intermediate to the corresponding ketoamide. Reactants: NC1=C(C=CC(=C1)S(=O)(=O)C1=CC=CC=C1)[N+](=O)[O-] (2-amino-1-nitro-4-phenylsulfonylbenzene), [H][H] (hydrogen). The reagents and catalysts are [Ni] (Raney nickel). The solvent is CO (methanol). Yields the product NC1=C(C=C(C=C1)S(=O)(=O)C1=CC=CC=C1)N (1,2-diamino-4-phenylsulfonylbenzene). Reaction SMILES: [NH2:1][C:2]1[CH:7]=[C:6]([S:8]([C:11]2[CH:16]=[CH:15][CH:14]=[CH:13][CH:12]=2)(=[O:10])=[O:9])[CH:5]=[CH:4][C:3]=1[N+:17]([O-])=O.[H][H]>CO.[Ni]>[NH2:17][C:3]1[CH:4]=[CH:5][C:6]([S:8]([C:11]2[CH:16]=[CH:15][CH:14]=[CH:13][CH:12]=2)(=[O:10])=[O:9])=[CH:7][C:2]=1[NH2:1]. Reported procedure: 1.9 g. of 2-amino-1-nitro-4-phenylsulfonylbenzene is treated in methanol with hydrogen at 4 atmospheres in the presence of Raney nickel catalyst for 2 hours. The catalyst if filtered off and the filtrate stripped under vacuum. Recrystallization of the residue gives 1,2-diamino-4-phenylsulfonylbenzene.